describe an organic reaction: reactants, conditions, products, and yield From a dataset of the Open Reaction Database (ORD), a public repository of structured organic reaction records. The reactants are O=C(Nc1ccc(Br)cc1)c1ccc(Cl)c([N+](=O)[O-])c1, CC(C)(C)OC(=O)Nc1ccc(O)cc1, O=C([O-])[O-], CN(C)C=O, [K+], [K+]. Yields the product CC(C)(C)OC(=O)Nc1ccc(Oc2ccc(C(=O)Nc3ccc(Br)cc3)cc2[N+](=O)[O-])cc1. As a reaction SMILES: [Br:1][c:2]1[cH:3][cH:4][c:5]([NH:8][C:9]([c:10]2[cH:11][c:12]([N+:17](=[O:18])[O-:19])[c:13]([Cl:16])[cH:14][cH:15]2)=[O:20])[cH:6][cH:7]1.[C:21](=[O:22])([O:23][C:24]([CH3:25])([CH3:26])[CH3:27])[NH:28][c:29]1[cH:30][cH:31][c:32]([OH:35])[cH:33][cH:34]1.[C:36](=[O:37])([O-:38])[O-:39].[CH3:42][N:43]([CH3:44])[CH:45]=[O:46].[K+:40].[K+:41]>>[Br:1][c:2]1[cH:3][cH:4][c:5]([NH:8][C:9]([c:10]2[cH:11][c:12]([N+:17](=[O:18])[O-:19])[c:13]([O:35][c:32]3[cH:31][cH:30][c:29]([NH:28][C:21](=[O:22])[O:23][C:24]([CH3:25])([CH3:26])[CH3:27])[cH:34][cH:33]3)[cH:14][cH:15]2)=[O:20])[cH:6][cH:7]1. Starting materials: CCBr, CC(=NO)C1(C)Oc2cc(Oc3c(F)cc(C(F)(F)F)cc3Cl)ccc2N(C)C1=O, Cl, [H-], [Na+], CN(C)C=O. Yields the product CCON=C(C)C1(C)Oc2cc(Oc3c(F)cc(C(F)(F)F)cc3Cl)ccc2N(C)C1=O. As a reaction SMILES: [Br:33][CH2:34][CH3:35].[Cl:1][c:2]1[c:3]([O:4][c:5]2[cH:6][c:7]3[c:8]([cH:20][cH:21]2)[N:9]([CH3:19])[C:10](=[O:18])[C:11]([C:13]([CH3:14])=[N:15][OH:16])([CH3:17])[O:12]3)[c:22]([F:30])[cH:23][c:24]([C:26]([F:27])([F:28])[F:29])[cH:25]1.[ClH:36].[H-:31].[Na+:32].[O:37]=[CH:38][N:39]([CH3:40])[CH3:41]>>[Cl:1][c:2]1[c:3]([O:4][c:5]2[cH:6][c:7]3[c:8]([cH:20][cH:21]2)[N:9]([CH3:19])[C:10](=[O:18])[C:11]([C:13]([CH3:14])=[N:15][O:16][CH2:34][CH3:35])([CH3:17])[O:12]3)[c:22]([F:30])[cH:23][c:24]([C:26]([F:27])([F:28])[F:29])[cH:25]1. Reactants: N1=C(C=CC=C1)SC1=NC(=NC=C1)NC1=CC(=CC=C1)N (N1-(4-(pyridin-2-ylthio)pyrimidin-2-yl)benzene-1,3-diamine), C(C=C)(=O)O (acrylic acid). Yields the product N1=C(C=CC=C1)SC1=NC(=NC=C1)NC=1C=C(C=CC1)NC(C=C)=O (N-(3-(4-(pyridin-2-ylthio)pyrimidin-2-ylamino)phenyl)acrylamide). The yield is 42.9%. RXN SMILES: [N:1]1[CH:6]=[CH:5][CH:4]=[CH:3][C:2]=1[S:7][C:8]1[CH:13]=[CH:12][N:11]=[C:10]([NH:14][C:15]2[CH:20]=[CH:19][CH:18]=[C:17]([NH2:21])[CH:16]=2)[N:9]=1.[C:22](O)(=[O:25])[CH:23]=[CH2:24]>>[N:1]1[CH:6]=[CH:5][CH:4]=[CH:3][C:2]=1[S:7][C:8]1[CH:13]=[CH:12][N:11]=[C:10]([NH:14][C:15]2[CH:16]=[C:17]([NH:21][C:22](=[O:25])[CH:23]=[CH2:24])[CH:18]=[CH:19][CH:20]=2)[N:9]=1. Procedure: In a procedure analogous to Example 15, reaction of N1-(4-(pyridin-2-ylthio)pyrimidin-2-yl)benzene-1,3-diamine (35 mg, 0.12 mmol) and acrylic acid (16 μL, 0.24 mmol) furnished the product (18 mg, 43%). RXN SMILES: [Al+3:2].[CH:7]1([N:12]([CH:13]([CH3:14])[CH3:15])[CH2:16][C:17]#[N:18])[CH2:8][CH2:9][CH2:10][CH2:11]1.[H-:1].[H-:4].[H-:5].[H-:6].[Li+:3].[Na+:20].[O:22]1[CH2:23][CH2:24][CH2:25][CH2:26]1.[OH-:19].[OH2:21]>>[CH:7]1([N:12]([CH:13]([CH3:14])[CH3:15])[CH2:16][CH2:17][NH2:18])[CH2:8][CH2:9][CH2:10][CH2:11]1. Starting materials: [Al+3], CC(C)N(CC#N)C1CCCC1, [H-], [H-], [H-], [H-], [Li+], [Na+], C1CCOC1, [OH-], O. Product: CC(C)N(CCN)C1CCCC1. The reactants are BrC=1C=C2C(=CC1)OC=1C=NC(=CC1C21N=C(SC1)NC(OC(C)(C)C)=O)Cl (tert-butyl 7-bromo-3-chloro-5′H-spiro[chromeno[2,3-c]pyridine-5,4′-thiazole]-2′-ylcarbamate), FC1=NC=CC=C1B(O)O (2-fluoropyridin-3-ylboronic acid), P(=O)([O-])([O-])[O-].[K+].[K+].[K+] (potassium phosphate). The reagents and catalysts are CC(C)(C)P(C1=CC=C(C=C1)N(C)C)C(C)(C)C.CC(C)(C)P(C1=CC=C(C=C1)N(C)C)C(C)(C)C.Cl[Pd]Cl (bis-(di-tert-butyl(4-dimethylaminophenyl)phosphine)dichloropalladium(II)). Reaction conditions: time 1 hour. The product is ClC1=CC2=C(C=N1)OC1=CC=C(C=C1C21N=C(SC1)NC(OC(C)(C)C)=O)C=1C(=NC=CC1)F (tert-butyl 3-chloro-7-(2-fluoropyridin-3-yl)-5′H-spiro[chromeno[2,3-c]pyridine-5,4′-thiazole]-2′-ylcarbamate). The yield is 83.0%. As a reaction SMILES: Br[C:2]1[CH:3]=[C:4]2[C:15]3([CH2:19][S:18][C:17]([NH:20][C:21](=[O:27])[O:22][C:23]([CH3:26])([CH3:25])[CH3:24])=[N:16]3)[C:14]3[CH:13]=[C:12]([Cl:28])[N:11]=[CH:10][C:9]=3[O:8][C:5]2=[CH:6][CH:7]=1.[F:29][C:30]1[C:35](B(O)O)=[CH:34][CH:33]=[CH:32][N:31]=1.P([O-])([O-])([O-])=O.[K+].[K+].[K+]>CC(P(C(C)(C)C)C1C=CC(N(C)C)=CC=1)(C)C.CC(P(C(C)(C)C)C1C=CC(N(C)C)=CC=1)(C)C.Cl[Pd]Cl>[Cl:28][C:12]1[N:11]=[CH:10][C:9]2[O:8][C:5]3[C:4]([C:15]4([CH2:19][S:18][C:17]([NH:20][C:21](=[O:27])[O:22][C:23]([CH3:24])([CH3:25])[CH3:26])=[N:16]4)[C:14]=2[CH:13]=1)=[CH:3][C:2]([C:35]1[C:30]([F:29])=[N:31][CH:32]=[CH:33][CH:34]=1)=[CH:7][CH:6]=3 |f:2.3.4.5,6.7.8|. Reported procedure: A vial was charged with tert-butyl 7-bromo-3-chloro-5′H-spiro[chromeno[2,3-c]pyridine-5,4′-thiazole]-2′-ylcarbamate (0.250 g, 0.518 mmol), 2-fluoropyridin-3-ylboronic acid (0.15 g, 1.04 mmol), potassium phosphate (0.33 g, 1.55 mmol) and bis-(di-tert-butyl(4-dimethylaminophenyl)phosphine)dichloropalladium(II) (0.018 g, 0.026 mmol). The vial was sealed before evacuating and backfilling with nitrogen. The solids were suspended in 1,4-dioxane (2.22 mL) and water (0.37 mL). The vial was placed in a p... Run at temperature 90 celsius, time 4 hour. The yield is 78.7%. Starting materials: C(C1=CC=CC=C1)(=O)N1CC2=C(CC1)C=1C(=NC(=C(C1C1=CC=C(C=C1)Cl)C(=O)OCC)CN(CC)CC)S2 (ethyl 7-benzoyl-4-(4-chlorophenyl)-2-(N,N-diethylaminomethyl)-5,6,7,8-tetrahydrothieno[2,3-b:5,4-c']dipyridine-3-carboxylate), Cl (hydrochloric acid), [OH-].[Na+] (NaOH). The product is ClC1=CC=C(C=C1)C1=C2C(=NC(=C1C(=O)OCC)CN(CC)CC)SC=1CNCCC12 (ethyl 4-(4-chlorophenyl)-2-(N,N-diethylaminomethyl)-5,6,7,8-tetrahydrothieno[2,3-b:5,4-c']dipyridine-3-carboxylate). Reaction SMILES: C([N:9]1[CH2:14][CH2:13][C:12]2[C:15]3[C:16]([S:39][C:11]=2[CH2:10]1)=[N:17][C:18]([CH2:33][N:34]([CH2:37][CH3:38])[CH2:35][CH3:36])=[C:19]([C:28]([O:30][CH2:31][CH3:32])=[O:29])[C:20]=3[C:21]1[CH:26]=[CH:25][C:24]([Cl:27])=[CH:23][CH:22]=1)(=O)C1C=CC=CC=1.Cl.[OH-].[Na+]>O>[Cl:27][C:24]1[CH:25]=[CH:26][C:21]([C:20]2[C:19]([C:28]([O:30][CH2:31][CH3:32])=[O:29])=[C:18]([CH2:33][N:34]([CH2:37][CH3:38])[CH2:35][CH3:36])[N:17]=[C:16]3[S:39][C:11]4[CH2:10][NH:9][CH2:14][CH2:13][C:12]=4[C:15]=23)=[CH:22][CH:23]=1 |f:2.3|. Run in O (water). Procedure details: A mixture of the compound obtained in Example 4A (2.09 g) and concentrated hydrochloric acid (8 ml)-water (16 ml) was stirred at 90° C. for 4 hours. After the reaction mixture was alkalinized with 1N NaOH, it was extracted with ethyl acetate. The ethyl acetate layer was washed with water and dried (MgSO4), after which the solvent was distilled off. The residual solid was recrystallized from ethyl acetate-hexane to yield ethyl 4-(4-chlorophenyl)-2-(N,N-diethylaminomethyl)-5,6,7,8-tetrahydrothieno...